From a dataset of the Open Reaction Database (ORD), a public repository of structured organic reaction records. describe an organic reaction: reactants, conditions, products, and yield Starting materials: C(=O)(OC(C)(C)C)NS(=O)(=O)C1(CC1)C=O (N-Boc-1-formyl-cyclopropanesulfonamide), C(=O)([O-])[O-].[K+].[K+] (K2CO3), C/C(=C(\[N+]#N)/P(=O)(OC)OC)/[O-] (Ohira-Bestmann reagent). Solvent: CO (MeOH). Reaction conditions: time 16 hour. The product is C(=O)(OC(C)(C)C)NS(=O)(=O)C1(CC1)C#C (N-Boc-1-ethynyl-cyclopropanesulfonamide). Isolated yield 85.0%. Reaction SMILES: [C:1]([NH:8][S:9]([C:12]1([CH:15]=O)[CH2:14][CH2:13]1)(=[O:11])=[O:10])([O:3][C:4]([CH3:7])([CH3:6])[CH3:5])=[O:2].[C:17]([O-])([O-])=O.[K+].[K+].C/C(/[O-])=C(/P(OC)(OC)=O)\[N+]#N>CO>[C:1]([NH:8][S:9]([C:12]1([C:15]#[CH:17])[CH2:14][CH2:13]1)(=[O:11])=[O:10])([O:3][C:4]([CH3:7])([CH3:6])[CH3:5])=[O:2] |f:1.2.3|. Reported procedure: To a stirred solution of compound 80 (230 mg, 0.92 mmol) in MeOH (5 mL) at 0° C. was added K2CO3 (255 mg, 1.84 mmol), and Ohira-Bestmann reagent (215 g, 1.10 mmol) (Tetr. Lett. 2008, 49, 4454). The mixture was stirred at room temperature for 16 hrs and was concentrated under reduced pressure. Water, EtOAc, and citric acid were added to bring pH to 4-5. Organics were dried over Na2SO4, filtered, and concentrated under reduced pressure to yield compound 81 in 85% yield. Reactants: ClC(Cl)(Cl)Cl, CC(C)(C)S, CCOCC, COC=CC(C)=O, O=C(O)C(F)(F)F. Yields the product CC(=O)C=CSC(C)(C)C. Reaction SMILES: [C:25]([Cl:26])([Cl:27])([Cl:28])[Cl:29].[C:8]([CH3:9])([CH3:10])([CH3:11])[SH:12].[CH2:20]([O:21][CH2:22][CH3:23])[CH3:24].[CH3:1][O:2][CH:3]=[CH:4][C:5]([CH3:6])=[O:7].[OH:13][C:14]([C:15]([F:16])([F:17])[F:18])=[O:19]>>[CH:3](=[CH:4][C:5]([CH3:6])=[O:7])[S:12][C:8]([CH3:9])([CH3:10])[CH3:11]. Starting materials: COC(=O)C1CN(C1)C[C@@H](COC1=C(C=C(C=C1C)C1=NOC(=N1)C1=CC(=NC(=C1)C)N(CC)CC)CC)O (1-((S)-3-{4-[5-(2-diethylamino-6-methyl-pyridin-4-yl)-[1,2,4]oxadiazol-3-yl]-2-ethyl-6-methyl-phenoxy}-2-hydroxy-propyl)-azetidine-3-carboxylic acid methyl ester), C(=O)O (formic acid). Solvent: CO (methanol), C1CCOC1 (THF), [Li+].[OH-] (LiOH). Product: C(C)N(C1=NC(=CC(=C1)C1=NC(=NO1)C1=CC(=C(OC[C@H](CN2CC(C2)C(=O)O)O)C(=C1)C)CC)C)CC (1-((S)-3-{4-[5-(2-Diethylamino-6-methyl-pyridin-4-yl)-[1,2,4]oxadiazol-3-yl]-2-ethyl-6-methyl-phenoxy}-2-hydroxy-propyl)-azetidine-3-carboxylic acid). The yield is 11.8%. As a reaction SMILES: C[O:2][C:3]([CH:5]1[CH2:8][N:7]([CH2:9][C@H:10]([OH:39])[CH2:11][O:12][C:13]2[C:18]([CH3:19])=[CH:17][C:16]([C:20]3[N:24]=[C:23]([C:25]4[CH:30]=[C:29]([CH3:31])[N:28]=[C:27]([N:32]([CH2:35][CH3:36])[CH2:33][CH3:34])[CH:26]=4)[O:22][N:21]=3)=[CH:15][C:14]=2[CH2:37][CH3:38])[CH2:6]1)=[O:4].C(O)=O>CO.C1COCC1.[Li+].[OH-]>[CH2:35]([N:32]([CH2:33][CH3:34])[C:27]1[CH:26]=[C:25]([C:23]2[O:22][N:21]=[C:20]([C:16]3[CH:17]=[C:18]([CH3:19])[C:13]([O:12][CH2:11][C@@H:10]([OH:39])[CH2:9][N:7]4[CH2:6][CH:5]([C:3]([OH:4])=[O:2])[CH2:8]4)=[C:14]([CH2:37][CH3:38])[CH:15]=3)[N:24]=2)[CH:30]=[C:29]([CH3:31])[N:28]=1)[CH3:36] |f:4.5|. Procedure: A solution of 1-((S)-3-{4-[5-(2-diethylamino-6-methyl-pyridin-4-yl)-[1,2,4]oxadiazol-3-yl]-2-ethyl-6-methyl-phenoxy}-2-hydroxy-propyl)-azetidine-3-carboxylic acid methyl ester (60 mg, 0.113 mmol) in methanol (2 mL), THF (2 mL) and 2 M aq. LiOH solution (1 mL) is stirred at rt for 2 h before the reaction mixture is neutralized by adding formic acid. The mixture is concentrated and the crude product is purified by prep. HPLC followed by precipitation of the product from EA/heptane to give the titl... Reactants: NC1=NC(=NS1)CN(C(=O)[C@@H]1OCCC1)C ((R)-tetrahydro-furan-2-carboxylic acid (5-amino-[1,2,4]thiadiazol-3-ylmethyl)-methyl-amide), NC1=NC(=NS1)CN(C(=O)[C@@H]1OCCC1)C ((R)-tetrahydro-furan-2-carboxylic acid (5-amino-[1,2,4]thiadiazol-3-ylmethyl)-methyl-amide), N1=CC=CC=C1 (pyridine), ClC(=O)OC1=CC=CC=C1 (phenyl chloroformate). Run in C(Cl)Cl (DCM). Run at time 8 hour. The product is C1(=CC=CC=C1)OC(NC1=NC(=NS1)CN(C(=O)[C@@H]1OCCC1)C)=O ((3-{[Methyl-((R)-tetrahydro-furan-2-carbonyl)-amino]-methyl}-[1,2,4]thiadiazol-5-yl)-carbamic acid phenyl ester). Reaction SMILES: [NH2:1][C:2]1[S:6][N:5]=[C:4]([CH2:7][N:8]([CH3:16])[C:9]([C@H:11]2[CH2:15][CH2:14][CH2:13][O:12]2)=[O:10])[N:3]=1.N1C=CC=CC=1.Cl[C:24]([O:26][C:27]1[CH:32]=[CH:31][CH:30]=[CH:29][CH:28]=1)=[O:25]>C(Cl)Cl>[C:27]1([O:26][C:24](=[O:25])[NH:1][C:2]2[S:6][N:5]=[C:4]([CH2:7][N:8]([CH3:16])[C:9]([C@H:11]3[CH2:15][CH2:14][CH2:13][O:12]3)=[O:10])[N:3]=2)[CH:32]=[CH:31][CH:30]=[CH:29][CH:28]=1. Procedure: To a solution of the product from Step 2, (R)-tetrahydro-furan-2-carboxylic acid (5-amino-[1,2,4]thiadiazol-3-ylmethyl)-methyl-amide (3.0 g, 12.4 mmol), and pyridine (1.08 g, 13.6 mmol) in DCM (120 mL) was added phenyl chloroformate (1.95 g, 12.4 mmol) by syringe at 0 C under N2. The reaction mixture was stirred at room temperature overnight, concentrated and purified by silica gel column chromatography (PE:EA=1:1) to afford Intermediate 39: (3-{[methyl-((R)-tetrahydro-furan-2-carbonyl)-amino]-m... Reactants: BrC1=CC=C(S1)S(=O)(=O)Cl (5-bromo-thiophene-2-sulfonyl chloride), C(O)CN (ethanolamine), C(=O)(O)[O-].[Na+] (NaHCO3). Run in ClCCl (dichloromethane). The product is OCCNS(=O)(=O)C=1SC(=CC1)Br (5-Bromo-thiophene-2-sulfonic acid (2-hydroxy-ethyl)-amide). Yield: 65.2%. Reaction SMILES: [Br:1][C:2]1[S:6][C:5]([S:7](Cl)(=[O:9])=[O:8])=[CH:4][CH:3]=1.[CH2:11]([CH2:13][NH2:14])[OH:12].C([O-])(O)=O.[Na+]>ClCCl>[OH:12][CH2:11][CH2:13][NH:14][S:7]([C:5]1[S:6][C:2]([Br:1])=[CH:3][CH:4]=1)(=[O:9])=[O:8] |f:2.3|. Procedure details: A mixture of 5-bromo-thiophene-2-sulfonyl chloride (1.5 g, 4. mmol) and ethanolamine (0.72 mL, 12 mmol) in dichloromethane (8 mL)/sat. NaHCO3 solution (8 mL) was stirred at 20° C. for 28 h. The mixture was partitioned between AcOEt (50 mL) and H2O (150 mL). The organic layer was dried (Na2SO4) and evaporated to give the title compound (1.07 g, 93%) as a pale-yellow oil. MS (ISP) 284.0 [(M−H)−]. The reactants are CC(=O)[O-], O=C(OC(=O)c1ccc([N+](=O)[O-])cc1S(=O)(=O)O)c1ccc([N+](=O)[O-])cc1S(=O)(=O)O, Cc1ccc(C(=O)Nc2ccc(S(=O)(=O)O)c3cc(S(=O)(=O)O)cc(S(=O)(=O)O)c23)c(N)c1, [Na+], O, O, O, O. Yields the product Cc1ccc(C(=O)Nc2ccc(S(=O)(=O)O)c3cc(S(=O)(=O)O)cc(S(=O)(=O)O)c23)c(NC(=O)c2ccc([N+](=O)[O-])cc2S(=O)(=O)O)c1. As a reaction SMILES: [C:37]([O-:38])(=[O:39])[CH3:40].[N+:42]([c:43]1[cH:44][cH:45][c:46]([C:47](=[O:49])[O:51][C:52](=[O:48])[c:53]2[c:54]([S:62](=[O:63])(=[O:64])[OH:65])[cH:55][c:56]([N+:59](=[O:60])[O-:61])[cH:57][cH:58]2)[c:50]([S:66]([OH:67])(=[O:68])=[O:69])[cH:70]1)([O-:71])=[O:72].[NH2:1][c:2]1[cH:3][c:4]([CH3:33])[cH:5][cH:6][c:7]1[C:8](=[O:9])[NH:10][c:11]1[cH:12][cH:13][c:14]([S:29](=[O:30])(=[O:31])[OH:32])[c:15]2[cH:16][c:17]([S:25](=[O:26])(=[O:27])[OH:28])[cH:18][c:19]([S:21](=[O:22])(=[O:23])[OH:24])[c:20]12.[Na+:41].[OH2:34].[OH2:35].[OH2:36].[OH2:73]>>[NH:1]([c:2]1[cH:3][c:4]([CH3:33])[cH:5][cH:6][c:7]1[C:8](=[O:9])[NH:10][c:11]1[cH:12][cH:13][c:14]([S:29](=[O:30])(=[O:31])[OH:32])[c:15]2[cH:16][c:17]([S:25](=[O:26])(=[O:27])[OH:28])[cH:18][c:19]([S:21](=[O:22])(=[O:23])[OH:24])[c:20]12)[C:52](=[O:51])[c:53]1[c:54]([S:62](=[O:63])(=[O:64])[OH:65])[cH:55][c:56]([N+:59](=[O:60])[O-:61])[cH:57][cH:58]1. Reactants: Cc1cc(I)cnc1Br, C=CC(=O)OCC, CCN(C(C)C)C(C)C, CC(=O)[O-], CC(=O)[O-], CN(C)C=O, O, [Pd+2], Cc1ccccc1P(c1ccccc1C)c1ccccc1C. The product is CCOC(=O)C=Cc1cnc(Br)c(C)c1. RXN SMILES: [Br:1][c:2]1[n:3][cH:4][c:5]([I:9])[cH:6][c:7]1[CH3:8].[C:41]([CH:42]=[CH2:43])(=[O:44])[O:45][CH2:46][CH3:47].[CH:32]([N:33]([CH:34]([CH3:35])[CH3:36])[CH2:37][CH3:38])([CH3:39])[CH3:40].[O-:54][C:55]([CH3:56])=[O:57].[O-:58][C:59]([CH3:60])=[O:61].[O:48]=[CH:49][N:50]([CH3:51])[CH3:52].[OH2:62].[Pd+2:53].[c:10]1([CH3:11])[cH:12][cH:13][cH:14][cH:15][c:16]1[P:17]([c:18]1[cH:19][cH:20][cH:21][cH:22][c:23]1[CH3:24])[c:25]1[cH:26][cH:27][cH:28][cH:29][c:30]1[CH3:31]>>[Br:1][c:2]1[n:3][cH:4][c:5]([CH:43]=[CH:42][C:41](=[O:44])[O:45][CH2:46][CH3:47])[cH:6][c:7]1[CH3:8].